From a dataset of the Open Reaction Database (ORD), a public repository of structured organic reaction records. describe an organic reaction: reactants, conditions, products, and yield Reactants: ClCCCl, CCOC(C)=O, CN(C)c1nc(NC2CCNC2)nc2c1sc1ccccc12, Cl, O=C(O)Cc1ccc(OC(F)(F)F)cc1, NN1CCCC1, CN(C)C=O, On1nnc2ccccc21. Yields the product CN(C)c1nc(NC2CCN(C(=O)Cc3ccc(OC(F)(F)F)cc3)C2)nc2c1sc1ccccc12. As a reaction SMILES: [CH2:54]([Cl:55])[CH2:56][Cl:57].[CH3:64][CH2:65][O:66][C:67](=[O:68])[CH3:69].[CH3:7][N:8]([c:9]1[c:10]2[c:11]([n:12][c:13]([NH:15][CH:16]3[CH2:17][NH:18][CH2:19][CH2:20]3)[n:14]1)[c:21]1[c:22]([s:23]2)[cH:24][cH:25][cH:26][cH:27]1)[CH3:28].[ClH:58].[F:29][C:30]([O:31][c:32]1[cH:33][cH:34][c:35]([CH2:38][C:39](=[O:40])[OH:41])[cH:36][cH:37]1)([F:42])[F:43].[NH2:1][N:2]1[CH2:3][CH2:4][CH2:5][CH2:6]1.[O:59]=[CH:60][N:61]([CH3:62])[CH3:63].[OH:44][n:45]1[c:46]2[c:47]([cH:48][cH:49][cH:50][cH:51]2)[n:52][n:53]1>>[CH3:7][N:8]([c:9]1[c:10]2[c:11]([n:12][c:13]([NH:15][CH:16]3[CH2:17][N:18]([C:39]([CH2:38][c:35]4[cH:34][cH:33][c:32]([O:31][C:30]([F:29])([F:42])[F:43])[cH:37][cH:36]4)=[O:40])[CH2:19][CH2:20]3)[n:14]1)[c:21]1[c:22]([s:23]2)[cH:24][cH:25][cH:26][cH:27]1)[CH3:28]. Yield: 91.6%. Run in C(C)O (ethanol). Procedure: A mixture of 6-phenyl-1-propyl-4,5,6,7-tetrahydroindol-4-one (0.80 g), aminoguanidine hydrochloride (0.46 g), concentrated hydrochloric acid (0.19 ml), water (0.19 ml) and ethanol (50 ml) was refluxed for 30 minutes. Under reduced pressure, the solvent was evaporated, and the residue was dissolved in water and washed with diethylether. To the mixture was added 1N sodium hydroxide solution, and the mixture was extracted with ethyl acetate. The organic layer was washed with water and saturated bri... Starting materials: C1(=CC=CC=C1)C1CC(C=2C=CN(C2C1)CCC)=O (6-phenyl-1-propyl-4,5,6,7-tetrahydroindol-4-one), C(=N)(N)NN.Cl (aminoguanidine hydrochloride), Cl (hydrochloric acid), O (water). Reaction SMILES: [C:1]1([CH:7]2[CH2:15][C:14]3[N:13]([CH2:16][CH2:17][CH3:18])[CH:12]=[CH:11][C:10]=3[C:9](=O)[CH2:8]2)[CH:6]=[CH:5][CH:4]=[CH:3][CH:2]=1.[C:20]([NH:23][NH2:24])([NH2:22])=[NH:21].[ClH:25].Cl.O>C(O)C>[ClH:25].[NH:23]([N:24]=[C:9]1[CH2:8][CH:7]([C:1]2[CH:6]=[CH:5][CH:4]=[CH:3][CH:2]=2)[CH2:15][C:14]2[N:13]([CH2:16][CH2:17][CH3:18])[CH:12]=[CH:11][C:10]1=2)[C:20]([NH2:22])=[NH:21] |f:1.2,6.7|. Product: Cl.N(C(=N)N)N=C1C=2C=CN(C2CC(C1)C1=CC=CC=C1)CCC (4-guanidinoimino-6-phenyl-1-propyl-4,5,6,7-tetrahydroindole hydrochloride). The reactants are Cl.COC(=O)CCNC(C1=CC(=C(C=C1)NCCCN1CCSCC1)N)=O (3-amino-4-(3-thiomorpholino-propylamino)-benzoic acid-[N-(2-methoxycarbonyl-ethyl)-amide]-hydrochloride), C(#N)C1=CC=C(C(=O)Cl)C=C1 (4-cyano-benzoylchloride). The solvent is C(C)(=O)O (acetic acid). Reaction conditions: temperature 120 celsius. Yields the product C(#N)C1=CC=C(C=C1)C1=NC2=C(N1CCCN1CCSCC1)C=CC(=C2)C(=O)NCCC(=O)OC (2-(4-Cyano-phenyl)-5-[(2-methoxycarbonyl-ethyl)-aminocarbonyl]-1-(3-thiomorpholino-propyl)-benzimidazole). As a reaction SMILES: Cl.[CH3:2][O:3][C:4]([CH2:6][CH2:7][NH:8][C:9](=[O:27])[C:10]1[CH:15]=[CH:14][C:13]([NH:16][CH2:17][CH2:18][CH2:19][N:20]2[CH2:25][CH2:24][S:23][CH2:22][CH2:21]2)=[C:12]([NH2:26])[CH:11]=1)=[O:5].[C:28]([C:30]1[CH:38]=[CH:37][C:33]([C:34](Cl)=O)=[CH:32][CH:31]=1)#[N:29]>C(O)(=O)C>[C:28]([C:30]1[CH:38]=[CH:37][C:33]([C:34]2[N:16]([CH2:17][CH2:18][CH2:19][N:20]3[CH2:25][CH2:24][S:23][CH2:22][CH2:21]3)[C:13]3[CH:14]=[CH:15][C:10]([C:9]([NH:8][CH2:7][CH2:6][C:4]([O:3][CH3:2])=[O:5])=[O:27])=[CH:11][C:12]=3[N:26]=2)=[CH:32][CH:31]=1)#[N:29] |f:0.1|. Procedure details: 48.6 g of 3-amino-4-(3-thiomorpholino-propylamino)-benzoic acid-[N-(2-methoxycarbonyl-ethyl)-amide]-hydrochloride are dissolved in 500 ml of glacial acetic acid with heating, 19.5 g of 4-cyano-benzoylchloride are added, the mixture is heated for one hour over a steam bath and a further 2 hours at a bath temperature of 120° C. The mixture is evaporated down in vacuo and the residue is purified by chromatography on silica gel (eluant:methylene chloride/methanol/conc. ammonia=9:1:0 to 8:2:0.2). Yie... Reactants: [Br-], [Br-], CC#N, [Mg+2], OCCc1cccs1. Yields the product c1cc2c(s1)CCOC2. Reaction SMILES: [Br-:11].[Br-:9].[CH3:12][C:13]#[N:14].[Mg+2:10].[s:1]1[c:2]([CH2:6][CH2:7][OH:8])[cH:3][cH:4][cH:5]1>>[s:1]1[c:2]2[c:3]([cH:4][cH:5]1)[CH2:12][O:8][CH2:7][CH2:6]2. The reactants are CN1N=C(C=C1N)C (1,3-dimethyl-1H-pyrazol-5-amine), ClC1=CC(=C(C=O)C=C1)C (4-chloro-2-methylbenzaldehyde), CC=1C=CC(=CC1)S(=O)(=O)O (p-TSA), SC(CC(=O)OCC)C(C)=O (ethyl 3-mercapto-4-oxopentanoate), C(=O)(O)[O-].[Na+] (NaHCO3). Solvent: C(C)#N (acetonitrile), C(Cl)Cl (DCM). Reaction conditions: temperature 90 celsius, time 18 hour. Yields the product ClC1=CC(=C(C=C1)C1C2=C(N=C(C(S1)CC(=O)OCC)C)N(N=C2C)C)C (ethyl 2-(4-(4-chloro-2-methylphenyl)-1,3,7-trimethyl-4,6-dihydro-1H-pyrazolo[3,4-e][1,4]thiazepin-6-yl)acetate). The yield is 37.7%. RXN SMILES: [CH3:1][N:2]1[C:6]([NH2:7])=[CH:5][C:4]([CH3:8])=[N:3]1.[Cl:9][C:10]1[CH:17]=[CH:16][C:13]([CH:14]=O)=[C:12]([CH3:18])[CH:11]=1.CC1C=CC(S(O)(=O)=O)=CC=1.[SH:30][CH:31]([C:38](=O)[CH3:39])[CH2:32][C:33]([O:35][CH2:36][CH3:37])=[O:34].C([O-])(O)=O.[Na+]>C(#N)C.C(Cl)Cl>[Cl:9][C:10]1[CH:17]=[CH:16][C:13]([CH:14]2[S:30][CH:31]([CH2:32][C:33]([O:35][CH2:36][CH3:37])=[O:34])[C:38]([CH3:39])=[N:7][C:6]3[N:2]([CH3:1])[N:3]=[C:4]([CH3:8])[C:5]2=3)=[C:12]([CH3:18])[CH:11]=1 |f:4.5|. Procedure details: To a solution of 1,3-dimethyl-1H-pyrazol-5-amine (0.58 g, 5.22 mmol, Oakwood Chemicals), 4-chloro-2-methylbenzaldehyde (0.81 g, 5.22 mmol, Ark Pharm) and p-TSA (0.10 g, 0.52 mmol) in acetonitrile (10.5 mL) was added ethyl 3-mercapto-4-oxopentanoate (1.74 g, 9.87 mmol) and stirred at about 90° C. for about 18 h. The reaction mixture was cooled to ambient temperature and saturated NaHCO3 (15 mL) and DCM (20 mL) were added. The organic layer was separated and the aqueous layer was back extracted us... The reactants are NCCOCCOCCOCCNS(=O)(=O)C1=CC=C(OC2=C(C=C(C=C2F)/C=C(/C(=O)OCC)\C)F)C=C1 ((E)-ethyl 3-(4-(4-(N-(2-(2-(2-(2-aminoethoxy)ethoxy)ethoxy)ethyl)sulfamoyl)phenoxy)-3,5-difluorophenyl)-2-methylacrylate), NCCOCCOCCOCCNS(=O)(=O)C1=CC=C(OC2=C(C=C(C=C2F)/C=C(/C(=O)OCC)\C)F)C=C1 ((E)-ethyl 3-(4-(4-(N-(2-(2-(2-(2-aminoethoxy)ethoxy)ethoxy)ethyl)sulfamoyl)phenoxy)-3,5-difluorophenyl)-2-methylacrylate), CN(C)C=O (DMF). Run at time 23 hour. Product: O=C(NCCOCCOCCOCCNS(=O)(=O)C1=CC=C(C=C1)OC1=C(C=C(C=C1F)C=C(C)C(=O)OCC)F)NCCOCCOCCOCCNS(=O)(=O)C1=CC=C(C=C1)OC1=C(C=C(C=C1F)C=C(C)C(=O)OCC)F (N,N′-(13-oxo-3,6,9,17,20,23-hexaoxa-12,14-diazapentacosane-1,25-diyl)bis[4-(2,6-difluoro-4-(2-carboethoxypropenyl)phenoxy)benzenesulfonamide]). As a reaction SMILES: [NH2:1][CH2:2][CH2:3][O:4][CH2:5][CH2:6][O:7][CH2:8][CH2:9][O:10][CH2:11][CH2:12][NH:13][S:14]([C:17]1[CH:39]=[CH:38][C:20]([O:21][C:22]2[C:27]([F:28])=[CH:26][C:25](/[CH:29]=[C:30](\[CH3:36])/[C:31]([O:33][CH2:34][CH3:35])=[O:32])=[CH:24][C:23]=2[F:37])=[CH:19][CH:18]=1)(=[O:16])=[O:15].[CH3:40][N:41]([CH:43]=[O:44])C>>[O:44]=[C:43]([NH:41][CH2:40][CH2:3][O:4][CH2:5][CH2:6][O:7][CH2:8][CH2:9][O:10][CH2:11][CH2:12][NH:13][S:14]([C:17]1[CH:18]=[CH:19][C:20]([O:21][C:22]2[C:23]([F:37])=[CH:24][C:25]([CH:29]=[C:30]([C:31]([O:33][CH2:34][CH3:35])=[O:32])[CH3:36])=[CH:26][C:27]=2[F:28])=[CH:38][CH:39]=1)(=[O:16])=[O:15])[NH:1][CH2:2][CH2:3][O:4][CH2:5][CH2:6][O:7][CH2:8][CH2:9][O:10][CH2:11][CH2:12][NH:13][S:14]([C:17]1[CH:39]=[CH:38][C:20]([O:21][C:22]2[C:23]([F:37])=[CH:24][C:25]([CH:29]=[C:30]([C:31]([O:33][CH2:34][CH3:35])=[O:32])[CH3:36])=[CH:26][C:27]=2[F:28])=[CH:19][CH:18]=1)(=[O:16])=[O:15]. Procedure: Carbonyldiimidisole (16.2 mg, 0.10 mmol) was added to a solution of (E)-ethyl 3-(4-(4-(N-(2-(2-(2-(2-aminoethoxy)ethoxy)ethoxy)ethyl)sulfamoyl)phenoxy)-3,5-difluorophenyl)-2-methylacrylate (intermediate 44.2) (125 mg, 0.22 mmol) in DMF (2 mL) and stirred for 23 hours at which time the solvent was removed under vacuum. The residue was dissolved in EtOAc, washed with water (4×10 mL), dried (Na2SO4) and concentrated to give the title compound (132 mg). Starting materials: CC(CNC(OC(C)(C)C)=O)(CN1C(NC=2C=NC=3C=CC=CC3C21)=S)C (tert-butyl 2,2-dimethyl-3-(2-thioxo-2,3-dihydro-1H-imidazo[4,5-c]quinolin-1-yl)propylcarbamate), O.C(C)O (water ethanol), [OH-].[NH4+] (ammonium hydroxide), IC (iodomethane). Solvent: O (H2O). Yields the product CC(CNC(OC(C)(C)C)=O)(CN1C(=NC=2C=NC=3C=CC=CC3C21)SC)C (tert-butyl 2,2-dimethyl-3-[2-(methylthio)-1H-imidazo[4,5-c]quinolin-1-yl]propylcarbamate). As a reaction SMILES: [CH3:1][C:2]([CH3:27])([CH2:12][N:13]1[C:25]2[C:24]3[CH:23]=[CH:22][CH:21]=[CH:20][C:19]=3[N:18]=[CH:17][C:16]=2[NH:15][C:14]1=[S:26])[CH2:3][NH:4][C:5](=[O:11])[O:6][C:7]([CH3:10])([CH3:9])[CH3:8].O.[CH2:29](O)C.[OH-].[NH4+].IC>O>[CH3:1][C:2]([CH3:27])([CH2:12][N:13]1[C:25]2[C:24]3[CH:23]=[CH:22][CH:21]=[CH:20][C:19]=3[N:18]=[CH:17][C:16]=2[N:15]=[C:14]1[S:26][CH3:29])[CH2:3][NH:4][C:5](=[O:11])[O:6][C:7]([CH3:8])([CH3:9])[CH3:10] |f:1.2,3.4|. Reported procedure: A suspension of tert-butyl 2,2-dimethyl-3-(2-thioxo-2,3-dihydro-1H-imidazo[4,5-c]quinolin-1-yl)propylcarbamate (7.78 g, 20.1 mmol) and 100 mL of 1:1 water/ethanol was treated with 20 mL of concentrated ammonium hydroxide and iodomethane (1.50 mL, 24.2 mmol). Two hours later an additional 50 mL of H2O was added, and the precipitate was filtered and rinsed with ether. When the ether was added, the funnel became clogged, so the precipitate was transferred into a flask with the aid of methanol and C... Reactants: [N+](=O)([O-])C1=C(C(=CC(=C1)I)C(F)(F)F)CC(=O)O ([2-Nitro-4-iodo-6-(trifluoromethyl)phenyl]acetic acid), Cl.CO (HCl MeOH). The product is [N+](=O)([O-])C1=C(C(=CC(=C1)I)C(F)(F)F)CC(=O)OC (Methyl [2-Nitro-4-iodo-6-(trifluoromethyl)phenyl]acetate). Isolated yield 92.0%. As a reaction SMILES: [N+:1]([C:4]1[CH:9]=[C:8]([I:10])[CH:7]=[C:6]([C:11]([F:14])([F:13])[F:12])[C:5]=1[CH2:15][C:16]([OH:18])=[O:17])([O-:3])=[O:2].Cl.[CH3:20]O>>[N+:1]([C:4]1[CH:9]=[C:8]([I:10])[CH:7]=[C:6]([C:11]([F:14])([F:12])[F:13])[C:5]=1[CH2:15][C:16]([O:18][CH3:20])=[O:17])([O-:3])=[O:2] |f:1.2|. Procedure details: [2-Nitro-4-iodo-6-(trifluoromethyl)phenyl]acetic acid (34.7 g, 96.2 mmol) was dissolved in HCl/MeOH (300 mL) and the solution was heated at reflux for 4.5 hours. The solvent was removed in vacuo and the resulting oil was dissolved in EtOAc (400 mL). The solution was washed with saturated aqueous NaHCO3 (60 mL, 100 mL and 80 mL) and then dried (anhydrous MgSO4). After filtration, the solvent was removed in vacuo to yield the title compound (33.11 g, 92%). Reactants: C1(=CC=CC=C1)C(C)=C1C(N(C(=N1)CCC)CC1=CC=C(C=C1)C1=C(C=CC=C1)C1=NN=NN1C(C1=CC=CC=C1)(C1=CC=CC=C1)C1=CC=CC=C1)=O (3,5-dihydro-5-(1-phenylethylidene)-2-propyl-3-[(2'-(triphenylmethyltetrazol-5-yl)(1,1'-biphenyl)-4-yl)methyl]-4H-imidazol-4-one), [OH-].[Na+] (sodium hydroxide). Solvent: Cl (hydrochloric acid), O1CCCC1 (tetrahydrofuran). Run at time 3.5 hour. Yields the product C1(=CC=CC=C1)C(C)=C1C(N(C(=N1)CCC)CC1=CC=C(C=C1)C1=C(C=CC=C1)C1=NN=NN1)=O (3,5-Dihydro-5-(1-phenylethylidene)-2-propyl-3-[(2' -(1H-tetrazol-5-yl)(1,1'-biphenyl)-4-yl)methyl]-4H-imidazol-4-one). Yield: 71.7%. RXN SMILES: [C:1]1([C:7](=[C:9]2[N:13]=[C:12]([CH2:14][CH2:15][CH3:16])[N:11]([CH2:17][C:18]3[CH:23]=[CH:22][C:21]([C:24]4[CH:29]=[CH:28][CH:27]=[CH:26][C:25]=4[C:30]4[N:34](C(C5C=CC=CC=5)(C5C=CC=CC=5)C5C=CC=CC=5)[N:33]=[N:32][N:31]=4)=[CH:20][CH:19]=3)[C:10]2=[O:54])[CH3:8])[CH:6]=[CH:5][CH:4]=[CH:3][CH:2]=1.[OH-].[Na+]>O1CCCC1.Cl>[C:1]1([C:7](=[C:9]2[N:13]=[C:12]([CH2:14][CH2:15][CH3:16])[N:11]([CH2:17][C:18]3[CH:23]=[CH:22][C:21]([C:24]4[CH:29]=[CH:28][CH:27]=[CH:26][C:25]=4[C:30]4[NH:34][N:33]=[N:32][N:31]=4)=[CH:20][CH:19]=3)[C:10]2=[O:54])[CH3:8])[CH:6]=[CH:5][CH:4]=[CH:3][CH:2]=1 |f:1.2|. Reported procedure: 3,5-dihydro-5-(1-phenylethylidene)-2-propyl-3-[(2'-(triphenylmethyltetrazol-5-yl)(1,1'-biphenyl)-4-yl)methyl]-4H-imidazol-4-one (0.17 g) in tetrahydrofuran (20 mL) and 10% hydrochloric acid (5 mL) was allowed to stir at room temperature for 3.5 hr. The reaction mixture was treated with 50% sodium hydroxide to pH 8, concentrated and cooled in ice bath. The precipitate was filtered and the aqueous solution was adjusted to pH 4-5 using concentrated hydrochloric acid to give white solid which was wa...